Dataset: the Open Reaction Database (ORD), a public repository of structured organic reaction records. Task: describe an organic reaction: reactants, conditions, products, and yield Reaction SMILES: [C:5]([c:6]1[cH:7][cH:8][cH:9][cH:10][cH:11]1)(=[O:12])[NH:13][c:14]1[c:15]([C:16](=[O:17])[O:18][CH3:19])[cH:20][cH:21][c:22]([O:24][CH2:25][c:26]2[cH:27][cH:28][cH:29][cH:30][cH:31]2)[cH:23]1.[CH3:3][OH:4].[Na+:2].[O:32]1[CH2:33][CH2:34][CH2:35][CH2:36]1.[OH-:1]>>[C:5]([c:6]1[cH:7][cH:8][cH:9][cH:10][cH:11]1)(=[O:12])[NH:13][c:14]1[c:15]([C:16](=[O:17])[OH:18])[cH:20][cH:21][c:22]([O:24][CH2:25][c:26]2[cH:27][cH:28][cH:29][cH:30][cH:31]2)[cH:23]1. The reactants are COC(=O)c1ccc(OCc2ccccc2)cc1NC(=O)c1ccccc1, CO, [Na+], C1CCOC1, [OH-]. Yields the product O=C(Nc1cc(OCc2ccccc2)ccc1C(=O)O)c1ccccc1. The reactants are FC=1C=CC2=C(C(N(CC=3N2C=NC3C=O)C)=O)C1 (8-fluoro-5,6-dihydro-5-methyl-6-oxo-4H-imidazo[1,5-a][1,4]benzodiazepine-3-carboxaldehyde), equimolar mixture, [Cl-].ClC[P+](C1=CC=CC=C1)(C1=CC=CC=C1)C1=CC=CC=C1 (chloromethyltriphenylphosphonium chloride), [NH2-].[Na+] (sodium amide), O1CCCC1 (tetrahydrofuran). Run at time 10 minute. Yields the product Cl\C=C/C=1NC(N2C1CN(CC1=C2C=CC(=C1)F)C)=O (3-[(Z)-2-chlorovinyl]-8-fluoro-4,5-dihydro-5-methyl-6H-imidazo[1,5-a][1,4]benzodiazepine-one). RXN SMILES: [Cl-].[Cl:2][CH2:3][P+](C1C=CC=CC=1)(C1C=CC=CC=1)C1C=CC=CC=1.[NH2-].[Na+].[F:25][C:26]1[CH:27]=[CH:28][C:29]2[N:35]3[CH:36]=[N:37][C:38]([CH:39]=O)=[C:34]3[CH2:33][N:32]([CH3:41])[C:31](=O)[C:30]=2[CH:43]=1.[O:44]1CCCC1>>[Cl:2]/[CH:3]=[CH:39]\[C:38]1[NH:37][C:36](=[O:44])[N:35]2[C:29]3[CH:28]=[CH:27][C:26]([F:25])=[CH:43][C:30]=3[CH2:31][N:32]([CH3:41])[CH2:33][C:34]=12 |f:0.1,2.3|. Procedure: 25 g of an equimolar mixture of chloromethyltriphenylphosphonium chloride and sodium amide was stirred at room temperature in 120 ml of tetrahydrofuran for 20 minutes. 12.9 g (50 mmol) of 8-fluoro-5,6-dihydro-5-methyl-6-oxo-4H-imidazo[1,5-a][1,4]benzodiazepine-3-carboxaldehyde was then added thereto and the mixture was stirred at room temperature for 1 hour and at the boiling temperature for 10 minutes. The mixture was cooled, filtered and the filtrate was evaporated. After chromatography of the... Starting materials: CC(C)(C)OC(=O)COc1cccc(CNCc2ccc(-c3nccs3)cc2)c1, O=S(=O)(Cl)c1cccc(Cl)c1, ClCCl, O=S(=O)(Cl)Cl. Product: CC(C)(C)OC(=O)COc1cccc(CN(Cc2ccc(-c3nccs3)cc2)S(=O)(=O)c2cccc(Cl)c2)c1. Reaction SMILES: [C:1]([CH3:2])([CH3:3])([CH3:4])[O:5][C:6]([CH2:7][O:8][c:9]1[cH:10][c:11]([CH2:15][NH:16][CH2:17][c:18]2[cH:19][cH:20][c:21](-[c:24]3[s:25][cH:26][cH:27][n:28]3)[cH:22][cH:23]2)[cH:12][cH:13][cH:14]1)=[O:29].[Cl:30][c:31]1[cH:32][c:33]([S:37](=[O:38])(=[O:39])[Cl:40])[cH:34][cH:35][cH:36]1.[Cl:46][CH2:47][Cl:48].[S:41]([Cl:42])([Cl:43])(=[O:44])=[O:45]>>[C:1]([CH3:2])([CH3:3])([CH3:4])[O:5][C:6]([CH2:7][O:8][c:9]1[cH:10][c:11]([CH2:15][N:16]([CH2:17][c:18]2[cH:19][cH:20][c:21](-[c:24]3[s:25][cH:26][cH:27][n:28]3)[cH:22][cH:23]2)[S:37]([c:33]2[cH:32][c:31]([Cl:30])[cH:36][cH:35][cH:34]2)(=[O:38])=[O:39])[cH:12][cH:13][cH:14]1)=[O:29]. Reactants: CC1=CC2=C(C=C1C)N(C=N2)[C@@H]3[C@@H]([C@@H]([C@H](O3)CO)OP(=O)([O-])O[C@H](C)CNC(=O)CC[C@@]4([C@H]([C@@H]5[C@]6([C@@]([C@@H](/C(=C(/C7=N/C(=C\C8=N/C(=C(\C4=N5)/C)/[C@H](C8(C)C)CCC(=O)N)/[C@H]([C@]7(C)CC(=O)N)CCC(=O)N)\C)/[N-]6)CCC(=O)N)(C)CC(=O)N)C)CC(=O)N)C)O.[C-]#N.[Co+3] (cyanocobalamin), O.O.O.O.O.O.[Co](Cl)Cl (cobalt chloride hexahydrate), [Br-].C[S+](=O)(C)C (trimethylsulfoxonium bromide), [BH4-].[Na+] (sodium borohydride). Solvent: CC(CC)=O (2-butanone), O (water). Reaction conditions: temperature 38 celsius, time 60 minute. Product: [CH3-].CC1=CC2=C(C=C1C)N(C=N2)[C@@H]3[C@@H]([C@@H]([C@H](O3)CO)OP(=O)([O-])OC(C)CNC(=O)CC[C@@]4([C@H]([C@@H]5[C@]6([C@@]([C@@H](/C(=C(/C7=N/C(=C\C8=N/C(=C(\C4=N5)/C)/[C@H](C8(C)C)CCC(=O)N)/[C@H]([C@]7(C)CC(=O)N)CCC(=O)N)\C)/[N-]6)CCC(=O)N)(C)CC(=O)N)C)CC(=O)N)C)O.[Co+3] (Methylcobalamin). Reaction SMILES: [CH3:1][C:2]1[C:7]([CH3:8])=[CH:6][C:5]2[N:9]([C@H:12]3[O:16][C@H:15]([CH2:17][OH:18])[C@@H:14]([O:19][P:20]([O:23][C@@H:24]([CH2:26][NH:27][C:28]([CH2:30][CH2:31][C@@:32]4([CH3:89])[C:48]5=[N:49][C@@H:34]([C@:35]6([CH3:84])[N-:73][C:38](=[C:39]([CH3:72])[C:40]7[C@:61]([CH2:63][C:64]([NH2:66])=[O:65])([CH3:62])[C@H:60]([CH2:67][CH2:68][C:69]([NH2:71])=[O:70])[C:42](=[CH:43][C:44]8[C:52]([CH3:54])([CH3:53])[C@H:51]([CH2:55][CH2:56][C:57]([NH2:59])=[O:58])[C:46](=[C:47]5[CH3:50])[N:45]=8)[N:41]=7)[C@@H:37]([CH2:74][CH2:75][C:76]([NH2:78])=[O:77])[C@@:36]6([CH2:80][C:81]([NH2:83])=[O:82])[CH3:79])[C@@H:33]4[CH2:85][C:86]([NH2:88])=[O:87])=[O:29])[CH3:25])([O-:22])=[O:21])[C@H:13]3[OH:90])[CH:10]=[N:11][C:4]=2[CH:3]=1.[C-]#N.[Co+3].O.O.O.O.O.O.[Co:100](Cl)Cl.[BH4-].[Na+].[Br-].C[S+](C)(C)=O>CC(=O)CC.O>[CH3-:1].[CH3:1][C:2]1[C:7]([CH3:8])=[CH:6][C:5]2[N:9]([C@H:12]3[O:16][C@H:15]([CH2:17][OH:18])[C@@H:14]([O:19][P:20]([O:23][CH:24]([CH2:26][NH:27][C:28]([CH2:30][CH2:31][C@@:32]4([CH3:89])[C:48]5=[N:49][C@@H:34]([C@:35]6([CH3:84])[N-:73][C:38](=[C:39]([CH3:72])[C:40]7[C@:61]([CH2:63][C:64]([NH2:66])=[O:65])([CH3:62])[C@H:60]([CH2:67][CH2:68][C:69]([NH2:71])=[O:70])[C:42](=[CH:43][C:44]8[C:52]([CH3:54])([CH3:53])[C@H:51]([CH2:55][CH2:56][C:57]([NH2:59])=[O:58])[C:46](=[C:47]5[CH3:50])[N:45]=8)[N:41]=7)[C@@H:37]([CH2:74][CH2:75][C:76]([NH2:78])=[O:77])[C@@:36]6([CH2:80][C:81]([NH2:83])=[O:82])[CH3:79])[C@@H:33]4[CH2:85][C:86]([NH2:88])=[O:87])=[O:29])[CH3:25])([O-:22])=[O:21])[C@H:13]3[OH:90])[CH:10]=[N:11][C:4]=2[CH:3]=1.[Co+3:100] |f:0.1.2,3.4.5.6.7.8.9,10.11,12.13,16.17.18|. Procedure details: To 65 ml of ion-exchanged water were added 5 g of cyanocobalamin, 0.35 g of cobalt chloride hexahydrate, and 3.75 ml of 2-butanone. After replacing the inside atmosphere of the system with nitrogen gas, the mixture was heated in a water bath, to which an aqueous solution of sodium borohydride (2 g/10 ml) was added dropwise under stirring at a bath temperature of 38° C. over 60 minutes. After stirring for further 30 minutes as it was, an aqueous solution of trimethylsulfoxonium bromide (1.9 g/10 ... The reactants are [OH-].[Na+] (sodium hydroxide), N1=C(Cl)N=C(Cl)N=C1Cl (cyanuric chloride), ice water, [OH-].[Na+] (sodium hydroxide), 29.80, NC=1C(=C(C=C(C1)S(=O)(=O)O)N=NC(=NNC1=C(C=CC(=C1)S(=O)(=O)O)C(=O)O)C1=CC=CC=C1)O (5-amino-3-[3-phenyl-5-(2-carboxy-5-sulfophenyl)-1-formazano]-4-hydroxybenzenesulfonic acid). The solvent is O (water). Conditions: temperature 1.5 celsius. Yields the product ClC1=NC(=NC(=N1)Cl)NC=1C(=C(C=C(C1)S(=O)(=O)O)N=NC(=NNC1=C(C=CC(=C1)S(=O)(=O)O)C(=O)O)C1=CC=CC=C1)O (5-[4,6-dichloro-1,3,5-triazin-2-ylamino]-3-[3-phenyl-5-(2-carboxy-5-sulfophenyl)-1-formazano]-4-hydroxybenzenesulfonic acid). RXN SMILES: [N:1]1[C:8]([Cl:9])=[N:7][C:5](Cl)=[N:4][C:2]=1[Cl:3].[OH-].[Na+].[NH2:12][C:13]1[C:14]([OH:47])=[C:15]([N:23]=[N:24][C:25]([C:41]2[CH:46]=[CH:45][CH:44]=[CH:43][CH:42]=2)=[N:26][NH:27][C:28]2[CH:33]=[C:32]([S:34]([OH:37])(=[O:36])=[O:35])[CH:31]=[CH:30][C:29]=2[C:38]([OH:40])=[O:39])[CH:16]=[C:17]([S:19]([OH:22])(=[O:21])=[O:20])[CH:18]=1>O>[Cl:9][C:8]1[N:1]=[C:2]([Cl:3])[N:4]=[C:5]([NH:12][C:13]2[C:14]([OH:47])=[C:15]([N:23]=[N:24][C:25]([C:41]3[CH:42]=[CH:43][CH:44]=[CH:45][CH:46]=3)=[N:26][NH:27][C:28]3[CH:33]=[C:32]([S:34]([OH:37])(=[O:35])=[O:36])[CH:31]=[CH:30][C:29]=3[C:38]([OH:40])=[O:39])[CH:16]=[C:17]([S:19]([OH:22])(=[O:21])=[O:20])[CH:18]=2)[N:7]=1 |f:1.2|. Procedure details: 9.22 parts of cyanuric chloride are suspended in 150 parts of ice-water. The pH is brought to 5 with 1 N sodium hydroxide solution and the temperature is kept at 0 to 2° C. A neutral solution of 29.80 parts of the copper complex of 5-amino-3-[3-phenyl-5-(2-carboxy-5-sulfophenyl)-1-formazano]-4-hydroxybenzenesulfonic acid in 250 parts of water is added to this suspension at 0 to 3° C. During the addition the pH is kept at 5 with a 2 N sodium hydroxide solution. After the addition, the mixture is ... The reactants are FC=1C(=CC(=C(C1)N)[N+](=O)[O-])OC=1C=NC(=CC1)S(=O)(=O)C (5-fluoro-4-(6-methanesulfonyl-pyridin-3-yloxy)-2-nitro-phenylamine), ClC1=C(C=CC=C1)O (2-chlorophenol). The product is ClC1=C(OC=2C=C(C(=CC2OC=2C=NC(=CC2)S(=O)(=O)C)N)N)C=CC=C1 (4-(2-chlorophenoxy)-5-(6-methanesulfonyl-pyridin-3-yloxy)-benzene-1,2-diamine). As a reaction SMILES: F[C:2]1[C:3]([O:12][C:13]2[CH:14]=[N:15][C:16]([S:19]([CH3:22])(=[O:21])=[O:20])=[CH:17][CH:18]=2)=[CH:4][C:5]([N+:9]([O-])=O)=[C:6]([NH2:8])[CH:7]=1.[Cl:23][C:24]1[CH:29]=[CH:28][CH:27]=[CH:26][C:25]=1[OH:30]>>[Cl:23][C:24]1[CH:29]=[CH:28][CH:27]=[CH:26][C:25]=1[O:30][C:2]1[CH:7]=[C:6]([NH2:8])[C:5]([NH2:9])=[CH:4][C:3]=1[O:12][C:13]1[CH:14]=[N:15][C:16]([S:19]([CH3:22])(=[O:21])=[O:20])=[CH:17][CH:18]=1. Procedure details: The entitled compound was obtained in the same method as in Example 196 (step 4) to (step 5) or in accordance with the method or by combining it with an ordinary method but using 5-fluoro-4-(6-methanesulfonyl-pyridin-3-yloxy)-2-nitro-phenylamine obtained in Example 196 (step 3) and 2-chlorophenol.